Dataset: the Open Reaction Database (ORD), a public repository of structured organic reaction records. Task: describe an organic reaction: reactants, conditions, products, and yield Reactants: CC(N1CCC(CCC(=O)O)(c2ccc(F)cc2)OC1=O)C(C)(C)C, CCN=C=NCCCN(C)C, CCN(C(C)C)C(C)C, ClCCl, On1nnc2ccccc21. As a reaction SMILES: [CH3:1][C:2]([CH:3]([CH3:4])[N:5]1[C:6](=[O:23])[O:7][C:8]([c:11]2[cH:12][cH:13][c:14]([F:17])[cH:15][cH:16]2)([CH2:18][CH2:19][C:20](=[O:21])[OH:22])[CH2:9][CH2:10]1)([CH3:24])[CH3:25].[CH3:26][CH2:27][N:28]=[C:29]=[N:30][CH2:31][CH2:32][CH2:33][N:34]([CH3:35])[CH3:36].[CH:47]([N:48]([CH2:49][CH3:50])[CH:51]([CH3:52])[CH3:53])([CH3:54])[CH3:55].[Cl:56][CH2:57][Cl:58].[OH:37][n:38]1[c:39]2[c:40]([cH:41][cH:42][cH:43][cH:44]2)[n:45][n:46]1>>[CH3:1][C:2]([CH:3]([CH3:4])[N:5]1[C:6](=[O:23])[O:7][C:8]([c:11]2[cH:12][cH:13][c:14]([F:17])[cH:15][cH:16]2)([CH2:18][CH2:19][C:20](=[O:21])[NH2:28])[CH2:9][CH2:10]1)([CH3:24])[CH3:25]. Yields the product CC(N1CCC(CCC(N)=O)(c2ccc(F)cc2)OC1=O)C(C)(C)C. Reported procedure: One hundred and thirty parts of trimethyl phosphite are heated to 125° C. and treated with 100 parts of methyl chloroformate at a rate sufficient to maintain a reaction temperature of at least 100° C. After gas evolution stops, the residue is distilled to obtain 131 parts of dimethyl methoxycarbonylphosphonate, b.p. 83°-85° C./1.2 mm., nD25 = 1.4210. The product is 131, COC(=O)P(OC)(OC)=O (dimethyl methoxycarbonylphosphonate). Reaction SMILES: [P:1]([O:6][CH3:7])([O:4][CH3:5])[O:2]C.Cl[C:9]([O:11][CH3:12])=[O:10]>>[CH3:12][O:11][C:9]([P:1](=[O:2])([O:6][CH3:7])[O:4][CH3:5])=[O:10]. Starting materials: P(OC)(OC)OC (trimethyl phosphite), ClC(=O)OC (methyl chloroformate). Reactants: [Na] (sodium), NC1=NNC=N1 (3-Amino-1,2,4-triazole), C[O-].[Na+] (sodium methoxide), C(CCCCCCCCCC)Br (Undecylbromide). Reaction conditions: temperature 25 celsius, time 10 minute. Isolated yield 4.2%. RXN SMILES: C[O-].[Na+].[Na].[NH2:5][C:6]1[N:10]=[CH:9][NH:8][N:7]=1.[CH2:11](Br)[CH2:12][CH2:13][CH2:14][CH2:15][CH2:16][CH2:17][CH2:18][CH2:19][CH2:20][CH3:21]>CO>[NH2:5][C:6]1[N:7]([CH2:21][CH2:20][CH2:19][CH2:18][CH2:17][CH2:16][CH2:15][CH2:14][CH2:13][CH2:12][CH3:11])[N:8]=[CH:9][N:10]=1.[NH2:5][C:6]1[N:10]=[CH:9][N:8]([CH2:21][CH2:20][CH2:19][CH2:18][CH2:17][CH2:16][CH2:15][CH2:14][CH2:13][CH2:12][CH3:11])[N:7]=1.[NH2:5][C:6]1[N:10]([CH2:21][CH2:20][CH2:19][CH2:18][CH2:17][CH2:16][CH2:15][CH2:14][CH2:13][CH2:12][CH3:11])[CH:9]=[N:8][N:7]=1 |f:0.1,^1:3|. The solvent is CO (methanol), CO (methanol). Procedure details: A methanol solution of sodium methoxide was generated by dissolving sodium (2.06 g, 89.6 mmol) in methanol (300 mL). 3-Amino-1,2,4-triazole (7.5 g, 89.6 mmol) was added and the resulting solution was stirred (10 minutes, 25° C.). Undecylbromide (20.0 mL, 89.6 mmol) was then added and the resulting solution was heated under reflux for 24 hours. The resulting solution was cooled (25° C.) and concentrated in vacuo. The residue was taken up in ethyl acetate (450 mL), washed with brine (2×150 mL), th... The product is NC=1N(N=CN1)CCCCCCCCCCC (3-amino-2-undecyl-1,2,4 -triazol), NC1=NN(C=N1)CCCCCCCCCCC (3-amino-1-undecyl-1,2,4-triazole), NC1=NN=CN1CCCCCCCCCCC (3-amino-4-undecyl-1,2,4-triazole). Reactants: NC1=C(N(C2=CC(=CC=C12)Cl)C(=O)OCC)C(=O)C=1C=NC=NC1 (3-Amino-6-chloro-1-ethoxycarbonyl-2-(5-pyrimidinylcarbonyl)indole), C(C)(=O)Cl (acetyl chloride). Product: C(C)(=O)NC1=C(N(C2=CC(=CC=C12)Cl)C(=O)OCC)C(=O)C=1C=NC=NC1 (3-Acetylamino-6-chloro-1-ethoxycarbonyl-2-(5-pyrimidinylcarbonyl)indole). As a reaction SMILES: [NH2:1][C:2]1[C:10]2[C:5](=[CH:6][C:7]([Cl:11])=[CH:8][CH:9]=2)[N:4]([C:12]([O:14][CH2:15][CH3:16])=[O:13])[C:3]=1[C:17]([C:19]1[CH:20]=[N:21][CH:22]=[N:23][CH:24]=1)=[O:18].[C:25](Cl)(=[O:27])[CH3:26]>>[C:25]([NH:1][C:2]1[C:10]2[C:5](=[CH:6][C:7]([Cl:11])=[CH:8][CH:9]=2)[N:4]([C:12]([O:14][CH2:15][CH3:16])=[O:13])[C:3]=1[C:17]([C:19]1[CH:20]=[N:21][CH:22]=[N:23][CH:24]=1)=[O:18])(=[O:27])[CH3:26]. Procedure: The title compound was prepared according to the procedure described in step 1 of Example 2 (Method A) employing 3-amino-6-chloro-1-ethoxycarbonyl-2-(5-pyrimidinylcarbonyl)indole (step 2) and acetyl chloride.